From a dataset of the Open Reaction Database (ORD), a public repository of structured organic reaction records. describe an organic reaction: reactants, conditions, products, and yield Starting materials: C(C)(=O)N[C@H](CS)C(=O)O ((S)-N-acetyl-cysteine), FC1=C(C=CC=C1)[N+](=O)[O-] (1-fluoro-2-nitrobenzene), C([O-])(O)=O.[Na+] (sodium bicarbonate), O (water). Solvent: C(C)O (ethanol). Product: [N+](=O)([O-])C1=C(C=CC=C1)SC[C@@H](NC(C)=O)C(=O)O (S-(o-Nitrophenyl)-N-acetyl-D-cysteine). Isolated yield 84.1%. As a reaction SMILES: [C:1]([NH:4][C@@H:5]([C:8]([OH:10])=[O:9])[CH2:6][SH:7])(=[O:3])[CH3:2].F[C:12]1[CH:17]=[CH:16][CH:15]=[CH:14][C:13]=1[N+:18]([O-:20])=[O:19].C(=O)(O)[O-].[Na+].O>C(O)C>[N+:18]([C:13]1[CH:14]=[CH:15][CH:16]=[CH:17][C:12]=1[S:7][CH2:6][C@H:5]([C:8]([OH:10])=[O:9])[NH:4][C:1](=[O:3])[CH3:2])([O-:20])=[O:19] |f:2.3|. Procedure: A mixture of 9.28 g (56.9 mmol) of (S)-N-acetyl-cysteine, 7.43 mL (70.5 mmol) of 1-fluoro-2-nitrobenzene and 13.66 g (163 mmol) of sodium bicarbonate was refluxed in 136 mL of ethanol and 41 mL of water for 3 hours. The mixture was cooled to room temperature and the solvent evaporated. The residue was dissolved in 136 mL of water and extracted with ether. The water solution was then acidified to pH=1with 12N hydrochloric acid (HCl). The resulting yellow precipitate was filtered to yield 13.6 g (... Starting materials: CN(C)C=O, COC1=CC(=O)N(C(CC2CCCC2)C(=O)O)C1, CCN(C(C)C)C(C)C, O=C(Cl)C(=O)Cl, ClCCl, c1ccccc1, Nc1cnccn1. Yields the product COC1=CC(=O)N(C(CC2CCCC2)C(=O)Nc2cnccn2)C1. Reaction SMILES: [CH3:50][N:51]([CH3:52])[CH:53]=[O:54].[CH:1]1([CH2:6][CH:7]([C:8](=[O:9])[OH:10])[N:11]2[C:12](=[O:18])[CH:13]=[C:14]([O:16][CH3:17])[CH2:15]2)[CH2:2][CH2:3][CH2:4][CH2:5]1.[CH:32]([N:33]([CH2:34][CH3:35])[CH:36]([CH3:37])[CH3:38])([CH3:39])[CH3:40].[Cl:19][C:20]([C:21]([Cl:22])=[O:23])=[O:24].[Cl:47][CH2:48][Cl:49].[cH:41]1[cH:42][cH:43][cH:44][cH:45][cH:46]1.[n:25]1[c:26]([NH2:31])[cH:27][n:28][cH:29][cH:30]1>>[CH:1]1([CH2:6][CH:7]([C:8](=[O:10])[NH:31][c:26]2[n:25][cH:30][cH:29][n:28][cH:27]2)[N:11]2[C:12](=[O:18])[CH:13]=[C:14]([O:16][CH3:17])[CH2:15]2)[CH2:2][CH2:3][CH2:4][CH2:5]1. The reactants are COC(CCCCCOC=1C=CC2=C(N(C(=N2)S(=O)(=O)CC2=CC=CC=C2)C2=CC=CC=C2)C1)=O (6-[[1-phenyl-2-(phenylmethanesulfonyl)-1H-benzimidazol-6-yl]oxy]hexanoic acid methyl ester), [OH-].[Li+] (lithium hydroxide). The product is C1(=CC=CC=C1)N1C(=NC2=C1C=C(C=C2)OCCCCCC(=O)O)S(=O)(=O)CC2=CC=CC=C2 (6-[[1-Phenyl-2-(phenylmethanesulfonyl)-1H-benzimidazol-6-yl]oxy]hexanoic acid). RXN SMILES: C[O:2][C:3](=[O:35])[CH2:4][CH2:5][CH2:6][CH2:7][CH2:8][O:9][C:10]1[CH:11]=[CH:12][C:13]2[N:17]=[C:16]([S:18]([CH2:21][C:22]3[CH:27]=[CH:26][CH:25]=[CH:24][CH:23]=3)(=[O:20])=[O:19])[N:15]([C:28]3[CH:33]=[CH:32][CH:31]=[CH:30][CH:29]=3)[C:14]=2[CH:34]=1.[OH-].[Li+]>>[C:28]1([N:15]2[C:14]3[CH:34]=[C:10]([O:9][CH2:8][CH2:7][CH2:6][CH2:5][CH2:4][C:3]([OH:35])=[O:2])[CH:11]=[CH:12][C:13]=3[N:17]=[C:16]2[S:18]([CH2:21][C:22]2[CH:23]=[CH:24][CH:25]=[CH:26][CH:27]=2)(=[O:19])=[O:20])[CH:29]=[CH:30][CH:31]=[CH:32][CH:33]=1 |f:1.2|. Procedure details: 175 mg of 6-[[1-phenyl-2-(phenylmethanesulfonyl)-1H-benzimidazol-6-yl]oxy]hexanoic acid methyl ester was reacted with lithium hydroxide according to general operating instructions 3. 143 mg was obtained. Starting materials: solution, [F-].C(CCC)[N+](CCCC)(CCCC)CCCC (tetrabutylammonium fluoride), FC(F)(F)[Si](C)(C)C ((trifluoromethyl)trimethylsilane), O1CC(CC1)C=O (tetrahydrofuran-3-carbaldehyde). Run in O1CCCC1 (tetrahydrofuran), O1CCCC1 (tetrahydrofuran). Product: FC(C(O)C1COCC1)(F)F (2,2,2-trifluoro-1-(tetrahydrofuran-3-yl)ethanol). Isolated yield 31.3%. RXN SMILES: [O:1]1[CH2:5][CH2:4][CH:3]([CH:6]=[O:7])[CH2:2]1.[F-].C([N+](CCCC)(CCCC)CCCC)CCC.[F:26][C:27]([Si](C)(C)C)([F:29])[F:28]>O1CCCC1>[F:26][C:27]([F:29])([F:28])[CH:6]([CH:3]1[CH2:4][CH2:5][O:1][CH2:2]1)[OH:7] |f:1.2|. Reported procedure: According to Reference Example 8-12, by use of a 50 wt % aqueous tetrahydrofuran-3-carbaldehyde solution (1.00 g, 5.00 mmol) dissolved in tetrahydrofuran (15 mL), a 1 mol/L solution of tetrabutylammonium fluoride in tetrahydrofuran (1.00 mL, 1.00 mmol) and (trifluoromethyl)trimethylsilane (0.887 mL, 6.00 mmol), the mixture was stirred and reacted at room temperature for 1.8 hours. Then, purification by extraction gave 2,2,2-trifluoro-1-(tetrahydrofuran-3-yl)ethanol (Compound EJ) (266 mg, yield: ...